Dataset: the Open Reaction Database (ORD), a public repository of structured organic reaction records. Task: describe an organic reaction: reactants, conditions, products, and yield The reactants are NC1[C@@H]2N(C(=C(CS2)CSC2=CN=NN2)C(=O)O)C1=O (7-amino-3-(1,2,3-triazol-5-ylthiomethyl)-3-cephem-4-carboxylic acid), C1=CC(=CC=C1[C@H](C(=O)N[C@H]2[C@@H]3N(C2=O)C(=C(CS3)CSC4=CNN=N4)C(=O)O)N)O (BL-S640), D-(-)-p-hydroxyphenylglycyl chloride hydrochloride. The solvent is C(Cl)Cl (methylene chloride). Yields the product C1=CC(=CC=C1[C@H](C(=O)N[C@H]2[C@@H]3N(C2=O)C(=C(CS3)CSC4=CNN=N4)C(=O)O)N)O.CO (BL-S640 methanol). Reaction SMILES: NC1C(=O)N2C([C:16](O)=[O:17])=C(CSC3NN=NC=3)CS[C@H]12.[CH:21]1[C:26]([C@@H:27]([NH2:50])[C:28]([NH:30][C@@H:31]2[C:34](=[O:35])[N:33]3[C:36]([C:47]([OH:49])=[O:48])=[C:37]([CH2:40][S:41][C:42]4[N:46]=[N:45][NH:44][CH:43]=4)[CH2:38][S:39][C@H:32]23)=[O:29])=[CH:25][CH:24]=[C:23]([OH:51])[CH:22]=1>C(Cl)Cl>[CH:25]1[C:26]([C@@H:27]([NH2:50])[C:28]([NH:30][C@@H:31]2[C:34](=[O:35])[N:33]3[C:36]([C:47]([OH:49])=[O:48])=[C:37]([CH2:40][S:41][C:42]4[N:46]=[N:45][NH:44][CH:43]=4)[CH2:38][S:39][C@H:32]23)=[O:29])=[CH:21][CH:22]=[C:23]([OH:51])[CH:24]=1.[CH3:16][OH:17] |f:3.4|. Reported procedure: The acylation of 7-amino-3-(1,2,3-triazol-5-ylthiomethyl)-3-cephem-4-carboxylic acid (7-TACA) to BL-S640 has been carried out in methylene chloride with D-(-)-p-hydroxyphenylglycyl chloride hydrochloride. The yield to BL-S640 methanol solvate was about 45% on a biopotency basis. There was about 15% activity in the mother liquor and about 25% insoluble solids which is unreacted 7-TACA and 7-TACA decomposition product with degraded β-lactam.